describe an organic reaction: reactants, conditions, products, and yield From a dataset of the Open Reaction Database (ORD), a public repository of structured organic reaction records. Reactants: C(C)OC(C[C@@H]1CN(CCC1)C(=O)OC(C)(C)C)=O (t-butyl(3R)-3-(2-ethoxy-2-oxoethyl)tetrahydropyridine-1(2H)-carboxylate), [H-].[Al+3].[Li+].[H-].[H-].[H-] (litiumaluminum hydride), O.O.O.O.O.O.O.O.O.O.S(=O)(=O)([O-])[O-].[Na+].[Na+] (sodium sulfate decahydrate). Run in O1CCCC1 (tetrahydrofuran). Run at time 20 minute. The product is OCC[C@@H]1CN(CCC1)C(=O)OC(C)(C)C (t-butyl(3R)-3-(2-hydroxyethyl)tetrahydropyridine-1(2H)-carboxylate). Yield: 97.6%. RXN SMILES: C([O:3][C:4](=O)[CH2:5][C@H:6]1[CH2:11][CH2:10][CH2:9][N:8]([C:12]([O:14][C:15]([CH3:18])([CH3:17])[CH3:16])=[O:13])[CH2:7]1)C.[H-].[Al+3].[Li+].[H-].[H-].[H-].O.O.O.O.O.O.O.O.O.O.S([O-])([O-])(=O)=O.[Na+].[Na+]>O1CCCC1>[OH:3][CH2:4][CH2:5][C@H:6]1[CH2:11][CH2:10][CH2:9][N:8]([C:12]([O:14][C:15]([CH3:18])([CH3:17])[CH3:16])=[O:13])[CH2:7]1 |f:1.2.3.4.5.6,7.8.9.10.11.12.13.14.15.16.17.18.19|. Procedure details: To a solution of 143 mg of t-butyl(3R)-3-(2-ethoxy-2-oxoethyl)tetrahydropyridine-1(2H)-carboxylate in 5 ml of tetrahydrofuran, 30 mg of litiumaluminum hydride was added under cooling with ice, followed by 20 minutes' stirring at the same temperature. To the reaction liquid sodium sulfate decahydrate was added, stirred for 12 hours and filtered with Celite. Distilling the solvent off under reduced pressure, 118 mg of the title compound was obtained.